This data is from the Open Reaction Database (ORD), a public repository of structured organic reaction records. The task is: describe an organic reaction: reactants, conditions, products, and yield Starting materials: COC(CC1=COC2=C1C=CC(=C2Cl)OCC2=C(C=C(C=C2)Cl)Cl)=O (methyl(7-chloro-6-((2,4-dichlorobenzyl)oxy)-1-benzofuran-3-yl)acetate), CO (MeOH), [OH-].[Na+] (NaOH). The solvent is C1CCOC1 (THF). Reaction conditions: time 2 hour. Yields the product ClC1=C(C=CC=2C(=COC21)CC(=O)O)OCC2=C(C=C(C=C2)Cl)Cl ((7-Chloro-6-((2,4-dichlorobenzyl)oxy)-1-benzofuran-3-yl)acetic acid). Isolated yield 87.1%. RXN SMILES: C[O:2][C:3](=[O:25])[CH2:4][C:5]1[C:9]2[CH:10]=[CH:11][C:12]([O:15][CH2:16][C:17]3[CH:22]=[CH:21][C:20]([Cl:23])=[CH:19][C:18]=3[Cl:24])=[C:13]([Cl:14])[C:8]=2[O:7][CH:6]=1.CO.[OH-].[Na+]>C1COCC1>[Cl:14][C:13]1[C:8]2[O:7][CH:6]=[C:5]([CH2:4][C:3]([OH:25])=[O:2])[C:9]=2[CH:10]=[CH:11][C:12]=1[O:15][CH2:16][C:17]1[CH:22]=[CH:21][C:20]([Cl:23])=[CH:19][C:18]=1[Cl:24] |f:2.3|. Procedure details: To a mixture of methyl(7-chloro-6-((2,4-dichlorobenzyl)oxy)-1-benzofuran-3-yl)acetate (218.9 mg), MeOH (2.0 mL) and THF (dry) (2.0 mL) was added 1N NaOH (1.643 mL) at room temperature. The mixture was stirred at room temperature for 2 h. The residue was concentrated. The residue was neutralized with 1N HCl, and the mixture was extracted with EtOAc. The combined organic layer was washed with brine, dried over MgSO4, and concentrated in vacuo. The precipitate was collected by filtration, and cryst...